This data is from the Open Reaction Database (ORD), a public repository of structured organic reaction records. The task is: describe an organic reaction: reactants, conditions, products, and yield Reaction SMILES: [CH3:1][O:2][c:3]1[c:4]2[c:5](=[O:19])[n:6]([CH2:16][CH2:17][OH:18])[c:7](=[O:15])[nH:8][c:9]2[cH:10][cH:11][c:12]1[O:13][CH3:14].[Cl:24][CH:25]([Cl:26])[Cl:27].[S:20]([Cl:21])([Cl:22])=[O:23]>>[CH3:1][O:2][c:3]1[c:4]2[c:5](=[O:19])[n:6]([CH2:16][CH2:17][Cl:22])[c:7](=[O:15])[nH:8][c:9]2[cH:10][cH:11][c:12]1[O:13][CH3:14]. Product: COc1ccc2[nH]c(=O)n(CCCl)c(=O)c2c1OC. Reactants: COc1ccc2[nH]c(=O)n(CCO)c(=O)c2c1OC, ClC(Cl)Cl, O=S(Cl)Cl.